From a dataset of the Open Reaction Database (ORD), a public repository of structured organic reaction records. describe an organic reaction: reactants, conditions, products, and yield Reactants: C(C)(C)C=1C=C(C=CC1)NC=1C=NN(C1C(=O)O)C (4-[(3-isopropylphenyl)amino]-1-methyl-1H-pyrazole-5-carboxylic acid), FC=1C=C(C=CC1)NC=1C=NN(C1C(=O)O)C (4-[(3-fluorophenyl)amino]-1-methyl-1H-pyrazole-5-carboxylic acid). Yields the product C(C)(C)C=1C=2C(C3=C(NC2C=CC1)C=NN3C)=O (8-ISOPROPYL-1-METHYL-1,4-DIHYDRO-9H-PYRAZOLO[4,3-b]QUINOLIN-9-ONE). RXN SMILES: [CH:1]([C:4]1[CH:5]=[C:6]([NH:10][C:11]2[CH:12]=[N:13][N:14]([CH3:19])[C:15]=2[C:16]([OH:18])=O)[CH:7]=[CH:8][CH:9]=1)([CH3:3])[CH3:2].FC1C=C(NC2C=NN(C)C=2C(O)=O)C=CC=1>>[CH:1]([C:4]1[C:5]2[C:16](=[O:18])[C:15]3[N:14]([CH3:19])[N:13]=[CH:12][C:11]=3[NH:10][C:6]=2[CH:7]=[CH:8][CH:9]=1)([CH3:2])[CH3:3]. Procedure details: The title compounds were prepared as an inseparable mixture with a ratio of 1.2:3 according to the procedure of step 2 in EXAMPLE 3 using 4-[(3-isopropylphenyl)amino]-1-methyl-1H-pyrazole-5-carboxylic acid (EXAMPLE 10, step 1), instead of 4-[(3-fluorophenyl)amino]-1-methyl-1H-pyrazole-5-carboxylic acid. Starting materials: C(C)(C)(C)C=1C=C(C(=O)OC)C=CC1OS(=O)(=O)C(F)(F)F (Methyl 3-tert-butyl-4-(trifluoromethylsulfonyloxy)benzoate), CN(C)C=O (DMF), FC1=C(C=C(C=C1)OC)B(O)O (2-fluoro-5-methoxyphenylboronic acid), C([O-])([O-])=O.[K+].[K+] (potassium carbonate). The reagents and catalysts are C=1C=CC(=CC1)[P](C=2C=CC=CC2)(C=3C=CC=CC3)[Pd]([P](C=4C=CC=CC4)(C=5C=CC=CC5)C=6C=CC=CC6)([P](C=7C=CC=CC7)(C=8C=CC=CC8)C=9C=CC=CC9)[P](C=1C=CC=CC1)(C=1C=CC=CC1)C=1C=CC=CC1 (tetrakis(triphenylphosphine)palladium). Solvent: O (water). Conditions: temperature 100 celsius, time 2 hour. Product: CC(C)(C)C1=C(C=CC(=C1)C(=O)OC)C1=C(C=CC(=C1)OC)F (Methyl 2-(1,1-dimethylethyl)-2′-fluoro-5′-(methyloxy)-1,1′-biphenyl-4-carboxylate). Isolated yield 926.5%. As a reaction SMILES: [C:1]([C:5]1[CH:6]=[C:7]([CH:12]=[CH:13][C:14]=1OS(C(F)(F)F)(=O)=O)[C:8]([O:10][CH3:11])=[O:9])([CH3:4])([CH3:3])[CH3:2].CN(C=O)C.[F:28][C:29]1[CH:34]=[CH:33][C:32]([O:35][CH3:36])=[CH:31][C:30]=1B(O)O.C(=O)([O-])[O-].[K+].[K+]>O.C1C=CC([P]([Pd]([P](C2C=CC=CC=2)(C2C=CC=CC=2)C2C=CC=CC=2)([P](C2C=CC=CC=2)(C2C=CC=CC=2)C2C=CC=CC=2)[P](C2C=CC=CC=2)(C2C=CC=CC=2)C2C=CC=CC=2)(C2C=CC=CC=2)C2C=CC=CC=2)=CC=1>[CH3:4][C:1]([C:5]1[CH:6]=[C:7]([C:8]([O:10][CH3:11])=[O:9])[CH:12]=[CH:13][C:14]=1[C:30]1[CH:31]=[C:32]([O:35][CH3:36])[CH:33]=[CH:34][C:29]=1[F:28])([CH3:2])[CH3:3] |f:3.4.5,^1:50,52,71,90|. Reported procedure: To a stirred solution of 8.7 (0.100 g, 0.29 mmol) in DMF (2.00 mL, 26 mmol) at 23° C., was added 2-fluoro-5-methoxyphenylboronic acid (available from Aldrich) (0.100 g, 0.59 mmol), potassium carbonate (0.12 g, 0.88 mmol), followed by tetrakis(triphenylphosphine)palladium (0.034 g, 0.029 mmol). The mixture was heated to 100° C. After 2 hours, the reaction was cooled to room temperature and diluted with water. The mixture was extracted with EtOAc (3×50 mL) and concentrated in vacuo. The residue wa... Reaction SMILES: [N:1]1[CH:6]=[CH:5][CH:4]=[CH:3][C:2]=1[NH:7][C:8]1[CH:13]=[CH:12][CH:11]=[CH:10][C:9]=1[NH2:14].[CH2:15]([C:17]1[CH:27]=[CH:26][C:20](/[CH:21]=[CH:22]/[C:23]([Cl:25])=O)=[CH:19][CH:18]=1)[CH3:16].N1C=CC=CC=1N1C2C=CC=CC=2N=C1/C=C/C1C=CC=CC=1.Cl>CO>[ClH:25].[CH2:15]([C:17]1[CH:18]=[CH:19][C:20](/[CH:21]=[CH:22]/[C:23]2[N:7]([C:2]3[CH:3]=[CH:4][CH:5]=[CH:6][N:1]=3)[C:8]3[CH:13]=[CH:12][CH:11]=[CH:10][C:9]=3[N:14]=2)=[CH:26][CH:27]=1)[CH3:16] |f:5.6|. Yields the product Cl.C(C)C1=CC=C(/C=C/C2=NC3=C(N2C2=NC=CC=C2)C=CC=C3)C=C1 ((E)-2-(4-Ethylstyryl)-1-(2-pyridyl)-1H-benzimidazole hydrochloride). The solvent is CO (methanol). Reactants: Cl (hydrogen chloride), N1=C(C=CC=C1)NC1=C(C=CC=C1)N (N-(2-pyridyl)-o-phenylenediamine), C(C)C1=CC=C(/C=C/C(=O)Cl)C=C1 ((E)-4-ethylcinnamoyl chloride), N1=C(C=CC=C1)N1C(=NC2=C1C=CC=C2)\C=C\C2=CC=CC=C2 ((E)-1-(2-pyridyl)-2-styryl-1H-benzimidazole). Procedure details: Free base of the titled compound was prepared from N-(2-pyridyl)-o-phenylenediamine and (E)-4-ethylcinnamoyl chloride (Amino, Y.; Kawada, K.; Toi, K.; Kumashiro, I.; Fukushima, K. Chem. Pharm. Bull., 1988, 36, 4426) according to the preparation of (E)-1-(2-pyridyl)-2-styryl-1H-benzimidazole (Example 1, method A). The free base was dissolved with a 10% methanol solution of hydrogen chloride (5 ml). Concentration and recrystallization from ethyl acetate/ethanol yielded the titled compound. Starting materials: CN(C)c1ccncc1, CCO, NN, O, O=C(O)c1cccc(Cl)c1. The product is NNC(=O)c1cccc(Cl)c1. RXN SMILES: [CH3:14][N:15]([CH3:16])[c:17]1[cH:18][cH:19][n:20][cH:21][cH:22]1.[CH3:23][CH2:24][OH:25].[NH2:12][NH2:13].[OH2:11].[OH:1][C:2](=[O:3])[c:4]1[cH:5][cH:6][cH:7][c:8]([Cl:9])[cH:10]1>>[O:1]=[C:2]([c:4]1[cH:5][cH:6][cH:7][c:8]([Cl:9])[cH:10]1)[NH:12][NH2:13]. Starting materials: C(=C)[Mg]Br (Vinylmagnesium bromide), BrC1=NC(=C(C=C1OC)[N+](=O)[O-])Br (2,6-dibromo-3-methoxy-5-nitropyridine). Solvent: C1CCOC1 (THF). Run at temperature -20 celsius, time 8 hour. The product is BrC=1C(=C2C=CNC2=C(N1)Br)OC (5,7-dibromo-4-methoxy-6-azaindole). Isolated yield 15.2%. Reaction SMILES: [CH:1]([Mg]Br)=[CH2:2].[Br:5][C:6]1[C:11]([O:12][CH3:13])=[CH:10][C:9]([N+:14]([O-])=O)=[C:8]([Br:17])[N:7]=1>C1COCC1>[Br:5][C:6]1[C:11]([O:12][CH3:13])=[C:10]2[C:9](=[C:8]([Br:17])[N:7]=1)[NH:14][CH:2]=[CH:1]2. Procedure details: Vinylmagnesium bromide (0.85 M in THF, 97.7 mL, 83.0 mmol) was added over 30 min. to a stirring solution of 2,6-dibromo-3-methoxy-5-nitropyridine (7.4 g, 23.7 mmol) in THF (160 mL) at −75° C. The solution was stirred 1 h at −75° C., overnight at −20° C., recooled to −75° C. and quenched with saturated aqueous NH4Cl (˜100 mL). The reaction mixture was allowed to warm to rt, washed with brine (˜100 mL) and extracted with Et2O (150 mL) and CH2Cl2 (2×100 mL). The combined organics were dried (MgSO4)... The reactants are CO (methanol), COC1=C(C=C(CN2C(NC=C2)=S)C=C1F)F (1-(4'-methoxy-3',5'-difluorobenzyl)-1,3-dihydro-2H-imidazole-2-thione), B(Br)(Br)Br (BBr3). The solvent is C(Cl)Cl (methylene chloride), C(Cl)Cl (methylene chloride). Product: OC1=C(C=C(CN2C(=NC=C2)SC)C=C1F)F (1-(4'-hydroxy-3'5'-difluorobenzyl)-2-(methylthio)imidazole). As a reaction SMILES: C[O:2][C:3]1[C:15]([F:16])=[CH:14][C:6]([CH2:7][N:8]2[CH:12]=[CH:11][NH:10][C:9]2=[S:13])=[CH:5][C:4]=1[F:17].B(Br)(Br)Br.[CH3:22]O>C(Cl)Cl>[OH:2][C:3]1[C:15]([F:16])=[CH:14][C:6]([CH2:7][N:8]2[CH:12]=[CH:11][N:10]=[C:9]2[S:13][CH3:22])=[CH:5][C:4]=1[F:17]. Procedure: A solution of 1-(4'-methoxy-3',5'-difluorobenzyl)-1,3-dihydro-2H-imidazole-2-thione (0.0046 mol) in 40 ml methylene chloride is treated with a solution of BBr3 (0.014 mol) in 10 ml methylene chloride. After four hours methanol is cautiously added, the mixture is stirred for an additional eighteen hours and the solvents are evaporated. The residue is dissolved in water, washed with ethyl acetate, neutralized with sodium bicarbonate, and extracted with ethyl acetate. The extracts are dried (MgSO4)... Starting materials: BrC1=CC(=C2CCC3C(C2=C1OC)O3)OC (7-Bromo-5,8-dimethoxy-1,2-epoxy-1,2,3,4-tetrahydronaphthalene), FC(C(=O)O)(F)F (trifluoroacetic acid), CCCCCC.C(C)(=O)OCC (hexane ethyl acetate). The solvent is C(Cl)(Cl)Cl (chloroform). Run at time 8 hour. The product is C1CC2=CC=CC=C2CC1=O (β-tetralone). The yield is 98.9%. As a reaction SMILES: Br[C:2]1[C:11](OC)=[C:10]2[C:5]([CH2:6][CH2:7][CH:8]3[O:14][CH:9]32)=[C:4](OC)[CH:3]=1.FC(F)(F)C(O)=O.CCCCCC.C(OCC)(=O)C>C(Cl)(Cl)Cl>[CH2:7]1[C:8](=[O:14])[CH2:9][C:10]2[C:5](=[CH:4][CH:3]=[CH:2][CH:11]=2)[CH2:6]1 |f:2.3|. Procedure: To a solution of epoxide (2C) (0.494 g, 1.73 mmol) in 7 ml of chloroform was added 3.5 ml of trifluoroacetic acid. The solution was refluxed for 2 hrs. under argon, and then allowed to stand at room temperature overnight. The solution was once again refluxed for 1 hr. and then allowed to cool to room temperature. Washing the solution with 10 ml of water, drying over sodium sulfate, and evaporating the solvent yielded a yellow oil. Subjecting the product to medium pressure liquid chromatography u...